Dataset: the Open Reaction Database (ORD), a public repository of structured organic reaction records. Task: describe an organic reaction: reactants, conditions, products, and yield The product is CCOC(=O)C1=C(C)NC(CNCCO)=C(C(=O)OCC)C1c1ccccc1[N+](=O)[O-]. Reactants: [BH4-], CCOC(=O)C1=C(C)NC(C=NCCO)=C(C(=O)OCC)C1c1ccccc1[N+](=O)[O-], CCO, Cl, [Na+]. RXN SMILES: [BH4-:32].[CH3:1][C:2]1=[C:7]([C:8](=[O:9])[O:10][CH2:11][CH3:12])[CH:6]([c:13]2[c:14]([N+:19](=[O:20])[O-:21])[cH:15][cH:16][cH:17][cH:18]2)[C:5]([C:22](=[O:23])[O:24][CH2:25][CH3:26])=[C:4]([CH:27]=[N:28][CH2:29][CH2:30][OH:31])[NH:3]1.[CH3:35][CH2:36][OH:37].[ClH:34].[Na+:33]>>[CH3:1][C:2]1=[C:7]([C:8](=[O:9])[O:10][CH2:11][CH3:12])[CH:6]([c:13]2[c:14]([N+:19](=[O:20])[O-:21])[cH:15][cH:16][cH:17][cH:18]2)[C:5]([C:22](=[O:23])[O:24][CH2:25][CH3:26])=[C:4]([CH2:27][NH:28][CH2:29][CH2:30][OH:31])[NH:3]1.